This data is from the Open Reaction Database (ORD), a public repository of structured organic reaction records. The task is: describe an organic reaction: reactants, conditions, products, and yield The reactants are CSCCC(N)C(=O)O, CS(=O)(=O)O, COc1ccc(Oc2ccc3c(cnn3-c3ccc(F)cc3)c2)cc1, [Na+], [OH-], O. Product: Oc1ccc(Oc2ccc3c(cnn3-c3ccc(F)cc3)c2)cc1. RXN SMILES: [CH3:26][S:27][CH2:28][CH2:29][CH:30]([C:31](=[O:32])[OH:33])[NH2:34].[CH3:35][S:36](=[O:37])(=[O:38])[OH:39].[F:1][c:2]1[cH:3][cH:4][c:5](-[n:8]2[n:9][cH:10][c:11]3[cH:12][c:13]([O:17][c:18]4[cH:19][cH:20][c:21]([O:24][CH3:25])[cH:22][cH:23]4)[cH:14][cH:15][c:16]23)[cH:6][cH:7]1.[Na+:41].[OH-:40].[OH2:42]>>[F:1][c:2]1[cH:3][cH:4][c:5](-[n:8]2[n:9][cH:10][c:11]3[cH:12][c:13]([O:17][c:18]4[cH:19][cH:20][c:21]([OH:24])[cH:22][cH:23]4)[cH:14][cH:15][c:16]23)[cH:6][cH:7]1. Reactants: C(C)(=O)O (acetic acid), [Na] (sodium), COC1=C(C(=CC(=C1)CCCCC)OC)C1C(CCCC1)C(=O)OC (methyl 2-(2,6-dimethoxy-4-pentylphenyl)cyclohexane-carboxylate). Solvent: CO (methanol), CO (methanol), O (water). Yields the product COC1=C(C(=CC(=C1)CCCCC)OC)[C@H]1[C@@H](CCCC1)C(=O)OC (methyl trans-2-(2,6-dimethoxy-4-pentyl-phenyl)cyclohexanecarboxylate). Yield: 65.5%. As a reaction SMILES: [CH3:1][O:2][C:3]1[CH:8]=[C:7]([CH2:9][CH2:10][CH2:11][CH2:12][CH3:13])[CH:6]=[C:5]([O:14][CH3:15])[C:4]=1[CH:16]1[CH2:21][CH2:20][CH2:19][CH2:18][CH:17]1[C:22]([O:24][CH3:25])=[O:23].[Na].C(O)(=O)C>CO.O>[CH3:15][O:14][C:5]1[CH:6]=[C:7]([CH2:9][CH2:10][CH2:11][CH2:12][CH3:13])[CH:8]=[C:3]([O:2][CH3:1])[C:4]=1[C@@H:16]1[CH2:21][CH2:20][CH2:19][CH2:18][C@H:17]1[C:22]([O:24][CH3:25])=[O:23] |^1:25|. Procedure: 600 mg (1.7 mmol) of methyl 2-(2,6-dimethoxy-4-pentylphenyl)cyclohexane-carboxylate were dissolved in 10 ml of methanol, a solution of 200 mg (8.7 mmol) of sodium in 7.5 ml of methanol was added, and the mixture was heated under reflux overnight. The mixture was subsequently diluted with water, acidified using acetic acid and extracted with dichloromethane. The combined organic phases were dried over sodium sulfate, filtered and evaporated, giving 388 mg (75%) of methyl trans-2-(2,6-dimethoxy-4-... Reactants: CSc1ccc(CBr)cc1, CS(C)=O, c1nc2ccc(NCC3CCCCC3)cc2[nH]1, [K+], [K+], O=C([O-])[O-]. Yields the product CSc1ccc(CN(CC2CCCCC2)c2ccc3[nH]cnc3c2)cc1. RXN SMILES: [CH3:18][S:19][c:20]1[cH:21][cH:22][c:23]([CH2:24][Br:25])[cH:26][cH:27]1.[CH3:34][S:35]([CH3:36])=[O:37].[CH:1]1([CH2:7][NH:8][c:9]2[cH:10][c:11]3[c:12]([n:13][cH:14][nH:15]3)[cH:16][cH:17]2)[CH2:2][CH2:3][CH2:4][CH2:5][CH2:6]1.[K+:28].[K+:29].[O-:30][C:31]([O-:32])=[O:33]>>[CH:1]1([CH2:7][N:8]([c:9]2[cH:10][c:11]3[c:12]([nH:13][cH:14][n:15]3)[cH:16][cH:17]2)[CH2:24][c:23]2[cH:22][cH:21][c:20]([S:19][CH3:18])[cH:27][cH:26]2)[CH2:2][CH2:3][CH2:4][CH2:5][CH2:6]1. Reactants: S(=O)(Cl)Cl (Thionyl chloride), Cl.OCC1=C(N(C)C)C=C(C=C1)CO (2,5-bis(hydroxymethyl)-N,N-dimethylaniline hydrochloride), Cl.OCC1=C(N(C)C)C=C(C=C1)CO (2,5-bis(hydroxymethyl)-N,N-dimethylaniline hydrochloride), Cl.OCC1=C(N(C)C)C=C(C=C1)CO (2,5-bis(hydroxymethyl)-N,N-dimethylaniline hydrochloride). Product: Cl.ClCC1=C(N(C)C)C=C(C=C1)CCl (2,5-bis-Chloromethyl-(N,N-dimethyl)aniline Hydrochloride). The yield is 77.0%. RXN SMILES: S(Cl)([Cl:3])=O.[ClH:5].O[CH2:7][C:8]1[CH:16]=[CH:15][C:14]([CH2:17]O)=[CH:13][C:9]=1[N:10]([CH3:12])[CH3:11]>>[ClH:3].[Cl:5][CH2:7][C:8]1[CH:16]=[CH:15][C:14]([CH2:17][Cl:3])=[CH:13][C:9]=1[N:10]([CH3:12])[CH3:11] |f:1.2,3.4|. Procedure: Thionyl chloride (35 ml) was added to 2 grams (0.00919 mol) of 2,5-bis(hydroxymethyl)-N,N-dimethylaniline hydrochloride, VIII. The 2,5-bis(hydroxymethyl)-N,N-dimethylaniline hydrochloride (VIII) went into solution immediately, accompanied by evolution of heat and gas. The reaction was stirred for several minutes. The volatiles were removed under reduced pressure to yield 2.38 g of crystalline residue, compound IX. The solid IX was dissolved in a minimum amount of hot acetonitrile; the solution w... Reactants: O=C([O-])[O-], O=C1NCC(c2cccc(C(F)(F)F)c2)N1c1ccc(Oc2ccc(Cl)cc2)cc1, Clc1cnccn1, [Cs+], [Cs+], CN(C)C=O. Yields the product O=C1N(c2cnccn2)CC(c2cccc(C(F)(F)F)c2)N1c1ccc(Oc2ccc(Cl)cc2)cc1. As a reaction SMILES: [C:31](=[O:32])([O-:33])[O-:34].[Cl:1][c:2]1[cH:3][cH:4][c:5]([O:6][c:7]2[cH:8][cH:9][c:10]([N:13]3[C:14](=[O:28])[NH:15][CH2:16][CH:17]3[c:18]3[cH:19][c:20]([C:24]([F:25])([F:26])[F:27])[cH:21][cH:22][cH:23]3)[cH:11][cH:12]2)[cH:29][cH:30]1.[Cl:37][c:38]1[n:39][cH:40][cH:41][n:42][cH:43]1.[Cs+:35].[Cs+:36].[O:44]=[CH:45][N:46]([CH3:47])[CH3:48]>>[Cl:1][c:2]1[cH:3][cH:4][c:5]([O:6][c:7]2[cH:8][cH:9][c:10]([N:13]3[C:14](=[O:28])[N:15]([c:38]4[n:39][cH:40][cH:41][n:42][cH:43]4)[CH2:16][CH:17]3[c:18]3[cH:19][c:20]([C:24]([F:25])([F:26])[F:27])[cH:21][cH:22][cH:23]3)[cH:11][cH:12]2)[cH:29][cH:30]1. Reactants: COc1ccc(C(F)(F)F)cc1C1=CCN(C(=O)OC(C)(C)C)CC1, [Pd]. Yields the product COc1ccc(C(F)(F)F)cc1C1CCN(C(=O)OC(C)(C)C)CC1. RXN SMILES: [CH3:1][O:2][c:3]1[c:4]([C:13]2=[CH:18][CH2:17][N:16]([C:19](=[O:20])[O:21][C:22]([CH3:23])([CH3:24])[CH3:25])[CH2:15][CH2:14]2)[cH:5][c:6]([C:9]([F:10])([F:11])[F:12])[cH:7][cH:8]1.[Pd:26]>>[CH3:1][O:2][c:3]1[c:4]([CH:13]2[CH2:14][CH2:15][N:16]([C:19](=[O:20])[O:21][C:22]([CH3:23])([CH3:24])[CH3:25])[CH2:17][CH2:18]2)[cH:5][c:6]([C:9]([F:10])([F:11])[F:12])[cH:7][cH:8]1. The reactants are CCOCC, O=C(CCl)Nc1ccc2[nH]cnc2c1, Fc1ccc(CC2CCNCC2)cc1. The product is O=C(CN1CCC(Cc2ccc(F)cc2)CC1)Nc1ccc2[nH]cnc2c1. As a reaction SMILES: [CH2:29]([O:30][CH2:31][CH3:32])[CH3:33].[Cl:1][CH2:2][C:3](=[O:4])[NH:5][c:6]1[cH:7][c:8]2[c:9]([nH:10][cH:11][n:12]2)[cH:13][cH:14]1.[F:15][c:16]1[cH:17][cH:18][c:19]([CH2:20][CH:21]2[CH2:22][CH2:23][NH:24][CH2:25][CH2:26]2)[cH:27][cH:28]1>>[CH2:2]([C:3](=[O:4])[NH:5][c:6]1[cH:7][c:8]2[c:9]([nH:10][cH:11][n:12]2)[cH:13][cH:14]1)[N:24]1[CH2:23][CH2:22][CH:21]([CH2:20][c:19]2[cH:18][cH:17][c:16]([F:15])[cH:28][cH:27]2)[CH2:26][CH2:25]1. The reactants are CC(C)(C)O, CC(C)(C)c1cccc(C(C)(C)C)c1O, CCCCCCCCCCCCN1C(=O)C=CC1=O, [H-], [Na+]. Yields the product CCCCCCCCCCCCN1C(=O)CC(c2cc(C(C)(C)C)c(O)c(C(C)(C)C)c2)C1=O. As a reaction SMILES: [C:37]([OH:38])([CH3:39])([CH3:40])[CH3:41].[C:3]([CH3:4])([CH3:5])([CH3:6])[c:7]1[c:8]([OH:17])[c:9]([C:13]([CH3:14])([CH3:15])[CH3:16])[cH:10][cH:11][cH:12]1.[CH2:18]([CH2:19][CH2:20][CH2:21][CH2:22][CH2:23][CH2:24][CH2:25][CH2:26][CH2:27][CH2:28][CH3:29])[N:30]1[C:31](=[O:36])[CH:32]=[CH:33][C:34]1=[O:35].[H-:1].[Na+:2]>>[C:3]([CH3:4])([CH3:5])([CH3:6])[c:7]1[c:8]([OH:17])[c:9]([C:13]([CH3:14])([CH3:15])[CH3:16])[cH:10][c:11]([CH:33]2[CH2:32][C:31](=[O:36])[N:30]([CH2:18][CH2:19][CH2:20][CH2:21][CH2:22][CH2:23][CH2:24][CH2:25][CH2:26][CH2:27][CH2:28][CH3:29])[C:34]2=[O:35])[cH:12]1. Reactants: [Cl-].[Cl-].[Cl-].[Al+3] (aluminum trichloride), BrC=1C=C2C=CNC2=NC1 (5-bromo-7-azaindole), O (water), C(CC)S(=O)(=O)NC=1C=C(C(=O)Cl)C=CC1 (3-(propane-1-sulfonylamino)-benzoyl chloride). Run in C(Cl)Cl (methylene chloride), C(Cl)Cl (methylene dichloride), C(Cl)Cl (methylene chloride). Run at time 30 minute. Product: BrC=1C=C2C(=NC1)NC=C2C(=O)C=2C=C(C=CC2)NS(=O)(=O)CCC (propane-1-sulfonic acid [3-(5-bromo-1H-pyrrolo[2,3-b]pyridine-3-carbonyl)-phenyl]-amide). Reaction SMILES: [Cl-].[Cl-].[Cl-].[Al+3].[Br:5][C:6]1[CH:7]=[C:8]2[C:12](=[N:13][CH:14]=1)[NH:11][CH:10]=[CH:9]2.[CH2:15]([S:18]([NH:21][C:22]1[CH:23]=[C:24]([CH:28]=[CH:29][CH:30]=1)[C:25](Cl)=[O:26])(=[O:20])=[O:19])[CH2:16][CH3:17].O>C(Cl)Cl>[Br:5][C:6]1[CH:7]=[C:8]2[C:9]([C:25]([C:24]3[CH:23]=[C:22]([NH:21][S:18]([CH2:15][CH2:16][CH3:17])(=[O:20])=[O:19])[CH:30]=[CH:29][CH:28]=3)=[O:26])=[CH:10][NH:11][C:12]2=[N:13][CH:14]=1 |f:0.1.2.3|. Reported procedure: To aluminum trichloride (4.8 g, 36.0 mmol) in methylene chloride (70.0 mL), under an atmosphere of nitrogen, was added 5-bromo-1H-pyrrolo[2,3-b]pyridine (67, 797 mg, 4.04 mmol) dissolved in methylene chloride (5.0 mL). The reaction was stirred at room temperature for 30 minutes, followed by addition of 3-(propane-1-sulfonylamino)-benzoyl chloride (77, 1.10 g, 4.20 mmol) dissolved in methylene dichloride (4.0 mL). The reaction was stirred at room temperature for 2 hours. The reaction was poured i... As a reaction SMILES: [F:1][C:2]1[CH:3]=[CH:4][CH:5]=[C:6]2[C:10]=1[N:9]([CH3:11])[C:8]([CH:12]=O)=[CH:7]2.C([O-])(=O)C.[NH4+].[N+:19]([CH3:22])([O-:21])=[O:20]>>[F:1][C:2]1[CH:3]=[CH:4][CH:5]=[C:6]2[C:10]=1[N:9]([CH3:11])[C:8](/[CH:12]=[CH:22]/[N+:19]([O-:21])=[O:20])=[CH:7]2 |f:1.2|. The product is FC=1C=CC=C2C=C(N(C12)C)\C=C\[N+](=O)[O-] ((E)-7-Fluoro-1-methyl-2-(2-nitroethenyl)-1H-indole). Reactants: FC=1C=CC=C2C=C(N(C12)C)C=O (7-fluoro-1-methyl-1H-indole-2-carboxaldehyde), C(C)(=O)[O-].[NH4+] (ammonium acetate), [N+](=O)([O-])C (nitromethane). Reported procedure: To a solution of 7-fluoro-1-methyl-1H-indole-2-carboxaldehyde (1.80 g) in nitromethane (20 ml) was added ammonium acetate (780 mg) and the mixture was heated at reflux for 1 h. The solvent was removed in vacuo and the residue was suspended in ethyl acetate (300 ml). This suspension was washed with 8% aqueous sodium bicarbonate solution (2×300 ml), dried, and the solvent was removed in vacuo to leave the title compound (1.26 g) as a solid, m.p. 153°-155.5°.